Dataset: the Open Reaction Database (ORD), a public repository of structured organic reaction records. Task: describe an organic reaction: reactants, conditions, products, and yield The reactants are CC(Br)c1ccc(C(=O)OC(C)(C)C)cc1, O=C([O-])[O-], Clc1cc(Cl)cc(-c2cc(-c3ccc4nccnc4c3)n[nH]2)c1, [Cs+], [Cs+], CN(C)C=O, O. The product is CC(c1ccc(C(=O)OC(C)(C)C)cc1)n1nc(-c2cc(Cl)cc(Cl)c2)cc1-c1ccc2nccnc2c1. RXN SMILES: [Br:30][CH:31]([CH3:32])[c:33]1[cH:34][cH:35][c:36]([C:37](=[O:38])[O:39][C:40]([CH3:41])([CH3:42])[CH3:43])[cH:44][cH:45]1.[C:24](=[O:25])([O-:26])[O-:27].[Cl:1][c:2]1[cH:3][c:4](-[c:9]2[cH:10][c:11](-[c:14]3[cH:15][c:16]4[n:17][cH:18][cH:19][n:20][c:21]4[cH:22][cH:23]3)[n:12][nH:13]2)[cH:5][c:6]([Cl:8])[cH:7]1.[Cs+:28].[Cs+:29].[O:46]=[CH:47][N:48]([CH3:49])[CH3:50].[OH2:51]>>[Cl:1][c:2]1[cH:3][c:4](-[c:9]2[cH:10][c:11](-[c:14]3[cH:15][c:16]4[n:17][cH:18][cH:19][n:20][c:21]4[cH:22][cH:23]3)[n:12]([CH:31]([CH3:32])[c:33]3[cH:34][cH:35][c:36]([C:37](=[O:38])[O:39][C:40]([CH3:41])([CH3:42])[CH3:43])[cH:44][cH:45]3)[n:13]2)[cH:5][c:6]([Cl:8])[cH:7]1. Starting materials: ClC1=NC=C(C(=N1)C=1C=NN2C1C=CC=C2)Cl (3-(2,5-dichloropyrimidin-4-yl)pyrazolo[1,5-a]pyridine), ClC1=NC=C(C(=N1)C=1C=NN2C1C=CC=C2)Cl (3-(2,5-dichloropyrimidin-4-yl)pyrazolo[1,5-a]pyridine), FC1=CC(=C(N)C=C1[N+](=O)[O-])OC (4-fluoro-2-methoxy-5-nitroaniline), FC1=CC(=C(N)C=C1[N+](=O)[O-])OC (4-fluoro-2-methoxy-5-nitroaniline), O.C1(=CC=C(C=C1)S(=O)(=O)O)C (p-toluenesulfonic acid monohydrate). Solvent: CC(CCC)O (2-pentanol). The product is ClC=1C(=NC(=NC1)NC1=C(C=C(C(=C1)[N+](=O)[O-])F)OC)C=1C=NN2C1C=CC=C2 (5-Chloro-N-(4-fluoro-2-methoxy-5-nitrophenyl)-4-pyrazolo[1,5-a]-pyridin-3-ylpyrimidin-2-amine). Yield: 79.0%. Reaction SMILES: Cl[C:2]1[N:7]=[C:6]([C:8]2[CH:9]=[N:10][N:11]3[CH:16]=[CH:15][CH:14]=[CH:13][C:12]=23)[C:5]([Cl:17])=[CH:4][N:3]=1.[F:18][C:19]1[C:25]([N+:26]([O-:28])=[O:27])=[CH:24][C:22]([NH2:23])=[C:21]([O:29][CH3:30])[CH:20]=1.O.C1(C)C=CC(S(O)(=O)=O)=CC=1>CC(O)CCC>[Cl:17][C:5]1[C:6]([C:8]2[CH:9]=[N:10][N:11]3[CH:16]=[CH:15][CH:14]=[CH:13][C:12]=23)=[N:7][C:2]([NH:23][C:22]2[CH:24]=[C:25]([N+:26]([O-:28])=[O:27])[C:19]([F:18])=[CH:20][C:21]=2[O:29][CH3:30])=[N:3][CH:4]=1 |f:2.3|. Procedure: A mixture of 3-(2,5-dichloropyrimidin-4-yl)pyrazolo[1,5-a]pyridine (Intermediate 21, 1.4 g, 5.28 mmol), 4-fluoro-2-methoxy-5-nitroaniline (Intermediate 23, 1.032 g, 5.55 mmol) and p-toluenesulfonic acid monohydrate (1.105 g, 5.81 mmol) was heated at 125° C. in 2-pentanol (40 mL) for 18 h. The mixture was then cooled and a solid was collected by filtration. The solid was washed with CH3OH and diethyl ether, and was then dried on the filter to give the title compound (1.73 g, 79%) as a yellow powd... Starting materials: C(C)(C)(C)OC(=O)NCCOC1=CC=C(C=C1)CC(C(=O)OC)O (methyl 3-[4-(2-t-butoxycarbonylaminoethoxy)phenyl]-2-hydroxypropionate), C(C1=CC=CC=C1)Br (benzylbromide), [H-] (hydride). Procedure: In a similar manner to that described in Reference example 1(c), a reaction was carried out using methyl 3-[4-(2-t-butoxycarbonylaminoethoxy)phenyl]-2-hydroxypropionate (398 mg), which is obtained in a similar manner to that described in Reference example 39(a), benzylbromide (0.28 ml), hydride (55% suspension in oil, 168 mg) and tetrabutylammonium iodide (43 mg) and the reaction mixture was treated to afford the desired compound (133 mg) as a colorless oil. Yields the product C(C1=CC=CC=C1)OC(C(=O)OC)CC1=CC=C(C=C1)OCCNC(=O)OC(C)(C)C (Methyl 2-benzyloxy-3-[4-(2-t-butoxycarbonylaminoethoxy)phenyl]propionate). Reaction SMILES: [C:1]([O:5][C:6]([NH:8][CH2:9][CH2:10][O:11][C:12]1[CH:17]=[CH:16][C:15]([CH2:18][CH:19]([OH:24])[C:20]([O:22][CH3:23])=[O:21])=[CH:14][CH:13]=1)=[O:7])([CH3:4])([CH3:3])[CH3:2].[CH2:25](Br)[C:26]1[CH:31]=[CH:30][CH:29]=[CH:28][CH:27]=1.[H-]>[I-].C([N+](CCCC)(CCCC)CCCC)CCC>[CH2:25]([O:24][CH:19]([CH2:18][C:15]1[CH:14]=[CH:13][C:12]([O:11][CH2:10][CH2:9][NH:8][C:6]([O:5][C:1]([CH3:3])([CH3:4])[CH3:2])=[O:7])=[CH:17][CH:16]=1)[C:20]([O:22][CH3:23])=[O:21])[C:26]1[CH:31]=[CH:30][CH:29]=[CH:28][CH:27]=1 |f:3.4|. Reagents/catalysts: [I-].C(CCC)[N+](CCCC)(CCCC)CCCC (tetrabutylammonium iodide). Reactants: CCCCO, C[Si](C)(C)Cl, Cc1ccc(S(=O)(=O)n2ccc3c(N4CCCC(C(N)=O)C4)nc(Cl)nc32)cc1, CC(=O)N1CCN(c2ccc(N)cc2)CC1. Product: CC(=O)N1CCN(c2ccc(Nc3nc(N4CCCC(C(N)=O)C4)c4ccn(S(=O)(=O)c5ccc(C)cc5)c4n3)cc2)CC1. RXN SMILES: [CH2:51]([OH:52])[CH2:53][CH2:54][CH3:55].[CH3:46][Si:47]([Cl:48])([CH3:49])[CH3:50].[Cl:1][c:2]1[n:3][c:4]([N:21]2[CH2:22][CH:23]([C:27](=[O:28])[NH2:29])[CH2:24][CH2:25][CH2:26]2)[c:5]2[c:6]([n:7]1)[n:8]([S:11](=[O:12])(=[O:13])[c:14]1[cH:15][cH:16][c:17]([CH3:18])[cH:19][cH:20]1)[cH:9][cH:10]2.[NH2:30][c:31]1[cH:32][cH:33][c:34]([N:37]2[CH2:38][CH2:39][N:40]([C:43]([CH3:44])=[O:45])[CH2:41][CH2:42]2)[cH:35][cH:36]1>>[c:2]1([NH:30][c:31]2[cH:32][cH:33][c:34]([N:37]3[CH2:38][CH2:39][N:40]([C:43]([CH3:44])=[O:45])[CH2:41][CH2:42]3)[cH:35][cH:36]2)[n:3][c:4]([N:21]2[CH2:22][CH:23]([C:27](=[O:28])[NH2:29])[CH2:24][CH2:25][CH2:26]2)[c:5]2[c:6]([n:7]1)[n:8]([S:11](=[O:12])(=[O:13])[c:14]1[cH:15][cH:16][c:17]([CH3:18])[cH:19][cH:20]1)[cH:9][cH:10]2.